Dataset: the Open Reaction Database (ORD), a public repository of structured organic reaction records. Task: describe an organic reaction: reactants, conditions, products, and yield Reactants: COC(CN)COC(NCCCCCCCCCCCCCCCCCC)=O (2-methoxy-3-octadecylcarbamoyloxypropylamine), a1, ClCCCS(=O)(=O)Cl (3-chloropropanesulfonyl chloride). Solvent: ClCCl (dichloromethane), ClCCl (dichloromethane), ClCCl (dichloromethane), C(C)N(CC)CC (triethylamine). Conditions: time 8 hour. The product is ClCCCS(=O)(=O)NCC(COC(NCCCCCCCCCCCCCCCCCC)=O)OC (3-(3-chloropropylsulfonylamino)-2-methoxy-1-octadecylcarbamoyloxypropane). Yield: 85.0%. Reaction SMILES: [CH3:1][O:2][CH:3]([CH2:6][O:7][C:8](=[O:28])[NH:9][CH2:10][CH2:11][CH2:12][CH2:13][CH2:14][CH2:15][CH2:16][CH2:17][CH2:18][CH2:19][CH2:20][CH2:21][CH2:22][CH2:23][CH2:24][CH2:25][CH2:26][CH3:27])[CH2:4][NH2:5].[Cl:29][CH2:30][CH2:31][CH2:32][S:33](Cl)(=[O:35])=[O:34]>ClCCl.C(N(CC)CC)C>[Cl:29][CH2:30][CH2:31][CH2:32][S:33]([NH:5][CH2:4][CH:3]([O:2][CH3:1])[CH2:6][O:7][C:8](=[O:28])[NH:9][CH2:10][CH2:11][CH2:12][CH2:13][CH2:14][CH2:15][CH2:16][CH2:17][CH2:18][CH2:19][CH2:20][CH2:21][CH2:22][CH2:23][CH2:24][CH2:25][CH2:26][CH3:27])(=[O:35])=[O:34]. Procedure: To a solution of 1.2 g (3 mM) of 2-methoxy-3-octadecylcarbamoyloxypropylamine IV a1 (described in JP Kokai No. 60-243047) in 24 ml of dichloromethane and 0.54 ml (3.9 mM) of triethylamine is added 0.401 ml (3.3 mM) of 3-chloropropanesulfonyl chloride with ice-cooling and the mixture is stirred at room temperature overnight. The product is isolated by dichloromethane extraction and dichloromethane layer is washed with saturated aqueous sodium hydrogencarbonate and saturated aqueous sodium chlorid... Reactants: CC1(C=2C=CC(=CC2C(=CC1)C1=CC=C(C=C1)C)C#CC1=CC=C(C(=O)OCC)C=C1)C (ethyl 4-[(5,6-dihydro5,5-dimethyl-8-(4- methylphenyl)-2-naphthalenyl)ethynyl]benzoate), CC1(C=2C=CC(=CC2C(=CC1)C1=CC=C(C=C1)C)C#CC1=CC=C(C(=O)OCC)C=C1)C (ethyl 4-[(5,6-dihydro5,5-dimethyl-8-(4- methylphenyl)-2-naphthalenyl)ethynyl]benzoate), [F-].C(CCC)[N+](CCCC)(CCCC)CCCC (tetrabutylamonium fluoride), C1CCOC1 (THF). Run in CCOC(=O)C (EtOAc). Run at time 8 hour. Product: CC1(C=2C=CC(=CC2C(=CC1)C1=CC=C(C=C1)O)C#CC1=CC=C(C(=O)OCC)C=C1)C (Ethyl 4-[(5,6-dihydro-5,5-dimethyl-8-(4-hydroxyphenyl)-2-naphthalenyl)ethynyl]benzoate). Reaction SMILES: [CH3:1][C:2]1([CH3:32])[CH2:11][CH:10]=[C:9]([C:12]2[CH:17]=[CH:16][C:15](C)=[CH:14][CH:13]=2)[C:8]2[CH:7]=[C:6]([C:19]#[C:20][C:21]3[CH:31]=[CH:30][C:24]([C:25]([O:27][CH2:28][CH3:29])=[O:26])=[CH:23][CH:22]=3)[CH:5]=[CH:4][C:3]1=2.[F-].C([N+](CCCC)(CCCC)CCCC)CCC.C1C[O:54]CC1>CCOC(C)=O>[CH3:1][C:2]1([CH3:32])[CH2:11][CH:10]=[C:9]([C:12]2[CH:13]=[CH:14][C:15]([OH:54])=[CH:16][CH:17]=2)[C:8]2[CH:7]=[C:6]([C:19]#[C:20][C:21]3[CH:31]=[CH:30][C:24]([C:25]([O:27][CH2:28][CH3:29])=[O:26])=[CH:23][CH:22]=3)[CH:5]=[CH:4][C:3]1=2 |f:1.2|. Procedure: To a solution of ethyl 4-1(5,6-dihydro-5,5- dimethyl-8-(4-.((2,2-dimethylethyl)-dimethylsiloxy)phenyl)-2-naphthalenyl)ethynyl]benzoate (Compound 1)50.0 mg (0.095 mmol) in 1.0 ml of THF at room temperature was added 73.2 mg (0.29 ml, 0.29 mmol) of tetrabutylamonium fluoride (1 M solution in THF). After stirring overnight, the solution was diluted with EtOAc and washed with H2O and saturated aqueous NaCl, before being dried over MgSO4. Removal of the solvents under reduced pressure, followed by co... Starting materials: [BH4-], CS(C)=O, CO, Cn1ncc(NC(=O)c2nc(-c3c(F)cccc3F)sc2N)c1C1CCC(=O)CC1, [Na+]. Yields the product Cn1ncc(NC(=O)c2nc(-c3c(F)cccc3F)sc2N)c1C1CCC(O)CC1. As a reaction SMILES: [BH4-:31].[CH3:33][S:34]([CH3:35])=[O:36].[CH3:37][OH:38].[NH2:1][c:2]1[c:3]([C:15](=[O:16])[NH:17][c:18]2[cH:19][n:20][n:21]([CH3:30])[c:22]2[CH:23]2[CH2:24][CH2:25][C:26](=[O:29])[CH2:27][CH2:28]2)[n:4][c:5](-[c:7]2[c:8]([F:14])[cH:9][cH:10][cH:11][c:12]2[F:13])[s:6]1.[Na+:32]>>[NH2:1][c:2]1[c:3]([C:15](=[O:16])[NH:17][c:18]2[cH:19][n:20][n:21]([CH3:30])[c:22]2[CH:23]2[CH2:24][CH2:25][CH:26]([OH:29])[CH2:27][CH2:28]2)[n:4][c:5](-[c:7]2[c:8]([F:14])[cH:9][cH:10][cH:11][c:12]2[F:13])[s:6]1.